Dataset: the Open Reaction Database (ORD), a public repository of structured organic reaction records. Task: describe an organic reaction: reactants, conditions, products, and yield RXN SMILES: [CH2:1]([C:6]1[CH:14]=[CH:13][C:9]([C:10]([OH:12])=[O:11])=[CH:8][CH:7]=1)[CH2:2][CH2:3][CH2:4][CH3:5].C([C@H]1CC[C@H](C(O)=O)CC1)CCC>>[CH2:1]([C@H:6]1[CH2:7][CH2:8][C@H:9]([C:10]([OH:12])=[O:11])[CH2:13][CH2:14]1)[CH2:2][CH2:3][CH2:4][CH3:5]. The solvent is pet. ether. Procedure: This compound was prepared from 4-n-pentylbenzoic acid (15, 53.8 g, 0.28 mol), in a manner similar to the procedure described for trans-4-n-butylcyclohexanecarboxylic acid (11) in Example I, Preparation 1 in an overall yield of 80% (43 g); m.p. 50-51° C. (pet. ether). Reactants: C(CCCC)C1=CC=C(C(=O)O)C=C1 (4-n-pentylbenzoic acid), C(CCC)[C@@H]1CC[C@H](CC1)C(=O)O (trans-4-n-butylcyclohexanecarboxylic acid). The yield is 80.0%. Product: C(CCCC)[C@@H]1CC[C@H](CC1)C(=O)O (trans-4-n-pentylcyclohexanecarboxylic acid). Reactants: O1CCN(CC1)C=1C=C(C=2N(C3=CC=C(C=C3SC2C1)N1CCCC1)C(=O)OC(C)(C)C)F (3-morpholino-7-(pyrrolidin-1-yl)-1-fluoro-10-Boc-phenothiazine), ClCCl (dichloromethane). Reaction conditions: temperature 40 celsius, time 3 hour. Yields the product [Cl-].O1CCN(CC1)C=1C=C(C2=NC3=CC=C(C=C3[S+]=C2C1)N1CCCC1)F (3-Morpholino-7-(pyrrolidin-1-yl)-1-fluorophenothiazin-5-ium chloride). RXN SMILES: [O:1]1[CH2:6][CH2:5][N:4]([C:7]2[CH:8]=[C:9]([F:33])[C:10]3[N:11](C(OC(C)(C)C)=O)[C:12]4[C:17]([S:18][C:19]=3[CH:20]=2)=[CH:16][C:15]([N:21]2[CH2:25][CH2:24][CH2:23][CH2:22]2)=[CH:14][CH:13]=4)[CH2:3][CH2:2]1.[Cl:34]CCl>>[Cl-:34].[O:1]1[CH2:2][CH2:3][N:4]([C:7]2[CH:8]=[C:9]([F:33])[C:10]3[C:19]([CH:20]=2)=[S+:18][C:17]2[C:12](=[CH:13][CH:14]=[C:15]([N:21]4[CH2:22][CH2:23][CH2:24][CH2:25]4)[CH:16]=2)[N:11]=3)[CH2:5][CH2:6]1 |f:2.3|. Reported procedure: To a solution 3-morpholino-7-(pyrrolidin-1-yl)-1-fluoro-10-Boc-phenothiazine (150 mg) in dichloromethane (10 mL) HCl (2 mL, 4 M solution in 1,4-dioxane)) was added. The reaction mixture was stirred at 40° C. for 3 h. Solvent was removed under vacuum. Product was purified by flash chromatography. The reactants are CN=C=O (methyl isocyanate), CCCCCC (hexane), N(O)=C1SCCNC1=O (2-Oximino-tetrahydro-1,4-thiazin-3-one), CN(C)C=O (DMF), C(C)OCC (ethyl ether). Reagents/catalysts: C(C)N(CC)CC (triethylamine). Yields the product CNC(=O)N1C(C(SCC1)=NOC(NC)=O)=O (4-(Methylcarbamoyl)-2-(Methylcarbamoyloximino)-tetrahydro-1,4-Thiazin-3-one). As a reaction SMILES: [N:1](=[C:3]1[C:8](=[O:9])[NH:7][CH2:6][CH2:5][S:4]1)[OH:2].[CH3:10][N:11]=[C:12]=[O:13].C(OCC)C.CCCCCC.[CH3:25][N:26]([CH:28]=[O:29])C>C(N(CC)CC)C>[CH3:10][NH:11][C:12]([N:7]1[CH2:6][CH2:5][S:4][C:3](=[N:1][O:2][C:28](=[O:29])[NH:26][CH3:25])[C:8]1=[O:9])=[O:13]. Procedure: To a solution of 4 g. (0.027 mole) of the oxime of Example I in 50 ml of DMF was added 3 g. (0.053 mole) of methyl isocyanate and 3 drops of triethylamine. This mixture was left in a pressure bottle over night at room temperature after which it was added with stirring to a 50:50 ethyl ether:hexane mixture (about 200 ml.). The resulting white solid was collected, washed thoroughly with ethyl ether and air dried. Recrystallization from acetonitrile produced 4 g. (57 per cent) of product, m.p. 187°... The reactants are ClC(Cl)Cl, O, CC1CCCN1CCCOc1ccc(-n2cc(C(=O)N(CCO)CCO)cn2)cc1. Yields the product CC1CCCN1CCCOc1ccc(-n2cc(C(=O)N3CCOC(O)C3)cn2)cc1. Reaction SMILES: [CH:31]([Cl:32])([Cl:33])[Cl:34].[OH2:35].[OH:1][CH2:2][CH2:3][N:4]([C:5](=[O:6])[c:7]1[cH:8][n:9][n:10](-[c:12]2[cH:13][cH:14][c:15]([O:18][CH2:19][CH2:20][CH2:21][N:22]3[CH:23]([CH3:27])[CH2:24][CH2:25][CH2:26]3)[cH:16][cH:17]2)[cH:11]1)[CH2:28][CH2:29][OH:30]>>[O:1]1[CH2:2][CH2:3][N:4]([C:5](=[O:6])[c:7]2[cH:8][n:9][n:10](-[c:12]3[cH:13][cH:14][c:15]([O:18][CH2:19][CH2:20][CH2:21][N:22]4[CH:23]([CH3:27])[CH2:24][CH2:25][CH2:26]4)[cH:16][cH:17]3)[cH:11]2)[CH2:28][CH:29]1[OH:30]. The reactants are BrC=1C=C2C=3N(C(C(NC3C1)=O)=O)C(CC2)CC(=O)O (9-bromo-5-carboxymethyl-6,7-dihydro-1H, 5H-pyrido[1,2,3-de]quinoxaline-2,3-dione), COC(=O)CC1=CC=C(N)C=C1 (p-methoxycarbonylmethylaniline). The product is BrC=1C=C2C=3N(C(C(NC3C1)=O)=O)C(CC2)CC(NC2=CC=C(C=C2)CC(=O)OC)=O (9-Bromo-5-(p-methoxycarbonylmethylphenylcarbamoylmethyl)-6,7-dihydro-1H, 5H-pyrido[1,2,3-de]quinoxaline-2,3-dione). The yield is 81.2%. Reaction SMILES: [Br:1][C:2]1[CH:3]=[C:4]2[CH2:16][CH2:15][CH:14]([CH2:17][C:18](O)=[O:19])[N:6]3[C:7](=[O:13])[C:8](=[O:12])[NH:9][C:10]([CH:11]=1)=[C:5]23.[CH3:21][O:22][C:23]([CH2:25][C:26]1[CH:32]=[CH:31][C:29]([NH2:30])=[CH:28][CH:27]=1)=[O:24]>>[Br:1][C:2]1[CH:3]=[C:4]2[CH2:16][CH2:15][CH:14]([CH2:17][C:18](=[O:19])[NH:30][C:29]3[CH:28]=[CH:27][C:26]([CH2:25][C:23]([O:22][CH3:21])=[O:24])=[CH:32][CH:31]=3)[N:6]3[C:7](=[O:13])[C:8](=[O:12])[NH:9][C:10]([CH:11]=1)=[C:5]23. Procedure: A procedure similar to that described in Example 52 was carried out with 9-bromo-5-carboxymethyl-6,7-dihydro-1H, 5H-pyrido[1,2,3-de]quinoxaline-2,3-dione (340 mg, 1 mmol) and p-methoxycarbonylmethylaniline (215 mg, 1.3 mmol) to give 395 mg of the title compound (81%): mp 262° C. (dec); 1H NMR (270 MHz, DMSO-d6) δ10.02 (s, 1H), 7.50 (d, 2H, J=8.3 Hz), 7.23 (bs, 1H), 7.18 (d, 2H, J=8.3 Hz), 7.17 (bs, 1H), 5.17~5.26 (m, 1H), 3.61~3.62 (m, 5H), 3.06 (ddd, 1H, J=17.1, 13.5, 4.5 Hz), 2.84 (dm, 1H, J=1... Run in C1CCOC1 (THF), C(C)#N (acetonitrile), C(C)N(CC)CC (triethylamine). Yield: 89.4%. Reaction conditions: time 15 hour. Reactants: Cl.CNC (Dimethylamine hydrochloride), CCN=C=NCCCN(C)C (WSC), C=1C=CC2=C(C1)N=NN2O (HOBt), C(C1=CC=CC=C1)N1C(C(=NC2=CC=CC=C12)C(=O)O)=O (4-benzyl-3,4-dihydro-3-oxo-2-quinoxalinecarboxylic acid). The product is C(C1=CC=CC=C1)N1C(C(=NC2=CC=CC=C12)C(=O)N(C)C)=O (4-Benzyl-N,N-dimethyl-3,4-dihydro-3-oxo-2-quinoxalinecarboxamide). RXN SMILES: Cl.[CH3:2][NH:3][CH3:4].CCN=C=NCCCN(C)C.C1C=CC2N(O)N=NC=2C=1.[CH2:26]([N:33]1[C:42]2[C:37](=[CH:38][CH:39]=[CH:40][CH:41]=2)[N:36]=[C:35]([C:43]([OH:45])=O)[C:34]1=[O:46])[C:27]1[CH:32]=[CH:31][CH:30]=[CH:29][CH:28]=1>C1COCC1.C(#N)C.C(N(CC)CC)C>[CH2:26]([N:33]1[C:42]2[C:37](=[CH:38][CH:39]=[CH:40][CH:41]=2)[N:36]=[C:35]([C:43]([N:3]([CH3:4])[CH3:2])=[O:45])[C:34]1=[O:46])[C:27]1[CH:28]=[CH:29][CH:30]=[CH:31][CH:32]=1 |f:0.1|. Procedure details: Dimethylamine hydrochloride (0.57 g), WSC (1.33 g) and HOBt (0.86 g) were added to a mixed solution of 4-benzyl-3,4-dihydro-3-oxo-2-quinoxalinecarboxylic acid (1.5 g) in THF (30 ml) and acetonitrile (30 ml), to which was added dropwise triethylamine (2.3 ml) under ice-cooling. The reaction mixture was stirred at room temperature for 15 hours. The precipitated insoluble substances were removed by filtration and the filtrate was concentrated. Water was added to the precipitate, which was extracted... Starting materials: CC(=O)O[BH-](OC(C)=O)OC(C)=O, CC(=O)O, O=Cc1ccccc1, ClCCCl, O=C1NC2CNCC2c2cccc(C(F)(F)F)c21, [Na+], [Na+], O=C([O-])O. Product: O=C1NC2CN(Cc3ccccc3)CC2c2cccc(C(F)(F)F)c21. Reaction SMILES: [C:27]([O:28][BH-:29]([O:30][C:31](=[O:32])[CH3:33])[O:34][C:35](=[O:36])[CH3:37])(=[O:38])[CH3:39].[CH3:41][C:42](=[O:43])[OH:44].[CH:19](=[O:20])[c:21]1[cH:22][cH:23][cH:24][cH:25][cH:26]1.[Cl:45][CH2:46][CH2:47][Cl:48].[F:1][C:2]([c:3]1[cH:4][cH:5][cH:6][c:7]2[c:12]1[C:11](=[O:13])[NH:10][CH:9]1[CH:8]2[CH2:16][NH:15][CH2:14]1)([F:17])[F:18].[Na+:40].[Na+:53].[O-:49][C:50]([OH:51])=[O:52]>>[F:1][C:2]([c:3]1[cH:4][cH:5][cH:6][c:7]2[c:12]1[C:11](=[O:13])[NH:10][CH:9]1[CH:8]2[CH2:16][N:15]([CH2:19][c:21]2[cH:22][cH:23][cH:24][cH:25][cH:26]2)[CH2:14]1)([F:17])[F:18].